This data is from the Open Reaction Database (ORD), a public repository of structured organic reaction records. The task is: describe an organic reaction: reactants, conditions, products, and yield Reactants: [Li+].[OH-] (LiOH), O=C1NC2=C(CCN1C1CCN(CC1)C(=O)O[C@H](CC1=CC(=C(C=C1)C)Br)C(=O)OC)C=CC=C2 ((R)-2-(3-bromo-4-methyl-phenyl)-1-methoxycarbonyl-ethyl 4-(2-oxo-1,2,4,5-tetrahydro-1,3-benzodiazepin-3-yl)-piperidine-1-carboxylate). The solvent is O (water), C1CCOC1 (THF). Run at time 5 hour. Product: O=C1NC2=C(CCN1C1CCN(CC1)C(=O)O[C@H](CC1=CC(=C(C=C1)C)Br)C(=O)O)C=CC=C2 ((R)-2-(3-bromo-4-methyl-phenyl)-1-carboxy-ethyl 4-(2-oxo-1,2,4,5-tetrahydro-1,3-benzodiazepin-3-yl)-piperidine-1-carboxylate). Reaction SMILES: [Li+].[OH-].[O:3]=[C:4]1[N:10]([CH:11]2[CH2:16][CH2:15][N:14]([C:17]([O:19][C@@H:20]([C:30]([O:32]C)=[O:31])[CH2:21][C:22]3[CH:27]=[CH:26][C:25]([CH3:28])=[C:24]([Br:29])[CH:23]=3)=[O:18])[CH2:13][CH2:12]2)[CH2:9][CH2:8][C:7]2[CH:34]=[CH:35][CH:36]=[CH:37][C:6]=2[NH:5]1>O.C1COCC1>[O:3]=[C:4]1[N:10]([CH:11]2[CH2:16][CH2:15][N:14]([C:17]([O:19][C@@H:20]([C:30]([OH:32])=[O:31])[CH2:21][C:22]3[CH:27]=[CH:26][C:25]([CH3:28])=[C:24]([Br:29])[CH:23]=3)=[O:18])[CH2:13][CH2:12]2)[CH2:9][CH2:8][C:7]2[CH:34]=[CH:35][CH:36]=[CH:37][C:6]=2[NH:5]1 |f:0.1|. Procedure details: A solution of 70 mg (2.92 mmol) LiOH in 5 mL water was added to a solution of 1.0 g (1.84 mmol) of (R)-2-(3-bromo-4-methyl-phenyl)-1-methoxycarbonyl-ethyl 4-(2-oxo-1,2,4,5-tetrahydro-1,3-benzodiazepin-3-yl)-piperidine-1-carboxylate in 20 mL THF and the reaction mixture was stirred for 5 h at RT. The reaction solution was evaporated down i.vac., the residue was combined with DCM, the organic phase was washed with 1 M KHSO4 solution and dried over Na2SO4. After the desiccant and solvent had been e...